From a dataset of the Open Reaction Database (ORD), a public repository of structured organic reaction records. describe an organic reaction: reactants, conditions, products, and yield Starting materials: C(C)(C)(C)OC(=O)N1CC(CC1)(OC)C1=CC(=C(C=C1)F)F (Tert-butyl-3-(3,4-difluorophenyl)-3-methoxypyrrolidin-1-carboxylate), FC(C(=O)O)(F)F (trifluoroacetic acid). Solvent: ClCCl (dichloromethane). The product is FC=1C=C(C=CC1F)C1(CNCC1)OC (3-(3,4-difluorophenyl)-3-methoxypyrrolidine). Yield: 63.8%. RXN SMILES: C(OC([N:8]1[CH2:12][CH2:11][C:10]([C:15]2[CH:20]=[CH:19][C:18]([F:21])=[C:17]([F:22])[CH:16]=2)([O:13][CH3:14])[CH2:9]1)=O)(C)(C)C.FC(F)(F)C(O)=O>ClCCl>[F:22][C:17]1[CH:16]=[C:15]([C:10]2([O:13][CH3:14])[CH2:11][CH2:12][NH:8][CH2:9]2)[CH:20]=[CH:19][C:18]=1[F:21]. Procedure: Preparation according to preparation 15. Tert-butyl-3-(3,4-difluorophenyl)-3-methoxypyrrolidin-1-carboxylate (2.65 g, 8.46 mmol), dichloromethane (20 ml) and trifluoroacetic acid (5 ml). Purification on a Biotage Isolute SCX-3 SPE column (washed with methanol and eluted with methanol/triethylamine, 4:1) gave the title compound (1.15 g, 63%). The amine was converted to the oxalic acid salt and recrystallized from methanol/diethyl ether: M.p. 155-156° C. MS m/z (rel. intensity, 70 eV) 198 (46), 18...